Dataset: the Open Reaction Database (ORD), a public repository of structured organic reaction records. Task: describe an organic reaction: reactants, conditions, products, and yield Starting materials: C(C=CC=C)(=O)OC(C)(C)C (t-butyl pentadienoate), C(C=C)N[C@@H](C1=CC=CC=C1)C ((R)-N-allyl-α-methylbenzylamine), [NH2-].[Li+] (lithium amide), C(CCC)[Li] (butyllithium). Solvent: O1CCCC1 (tetrahydrofuran), O1CCCC1 (tetrahydrofuran). Conditions: time 1 hour. Product: C(C=C)N([C@@H](CC(=O)OC(C)(C)C)C=C)[C@@H](C1=CC=CC=C1)C ((3S,αR)-t-Butyl 3-(N-allyl-α-methylbenzylamino)-4-pentenoate). The yield is 84.4%. As a reaction SMILES: [CH2:1]([NH:4][C@H:5]([CH3:12])[C:6]1[CH:11]=[CH:10][CH:9]=[CH:8][CH:7]=1)[CH:2]=[CH2:3].C([Li])CCC.[NH2-].[Li+].[C:20]([O:26][C:27]([CH3:30])([CH3:29])[CH3:28])(=[O:25])[CH:21]=[CH:22][CH:23]=[CH2:24]>O1CCCC1>[CH2:1]([N:4]([C@H:5]([CH3:12])[C:6]1[CH:11]=[CH:10][CH:9]=[CH:8][CH:7]=1)[C@H:22]([CH:23]=[CH2:24])[CH2:21][C:20]([O:26][C:27]([CH3:29])([CH3:28])[CH3:30])=[O:25])[CH:2]=[CH2:3] |f:2.3|. Procedure details: A solution of (R)-N-allyl-α-methylbenzylamine (24) (1.78 g, 11.1 mmol) in anhydrous tetrahydrofuran (20 ml) was cooled to -78° C. and 1.6M butyllithium (6.00 ml, 9.5 mmol) was added dropwise via a syringe. The resulting orange lithium amide solution was stirred at -78° C. for 1 hour. A solution of t-butyl pentadienoate (25) (1.137 g, 7.4 mmol) in anhydrous tetrahydrofuran (15 ml) was then added via a cannula and the solution was stirred for a further 1 hour. The reaction was quenched by the addi... The reactants are FC(S(=O)(=O)OC1=C(C(=O)OC)C=CC=C1C)(F)F (methyl 2-trifluoromethanesulfonyloxy-3-methylbenzoate), C([O-])([O-])=O.[K+].[K+] (potassium carbonate), O1CCCC1 (tetrahydrofuran), FC(C1=CC=C(C=C1)B(O)O)(F)F (p-trifluoromethylphenylboronic acid). The reagents and catalysts are [Pd].C1(=CC=CC=C1)P(C1=CC=CC=C1)C1=CC=CC=C1.C1(=CC=CC=C1)P(C1=CC=CC=C1)C1=CC=CC=C1.C1(=CC=CC=C1)P(C1=CC=CC=C1)C1=CC=CC=C1.C1(=CC=CC=C1)P(C1=CC=CC=C1)C1=CC=CC=C1 (tetrakis (triphenylphosphine) palladium (0)). Run in O (water). Product: CC=1C=CC=C(C1C1=CC=C(C=C1)C(F)(F)F)C(=O)OC (methyl 6-methyl-4′-trifluoromethylbiphenyl-2-carboxylate). Reaction SMILES: FC(F)(F)S(O[C:7]1[C:16]([CH3:17])=[CH:15][CH:14]=[CH:13][C:8]=1[C:9]([O:11][CH3:12])=[O:10])(=O)=O.C(=O)([O-])[O-].[K+].[K+].O1CCCC1.[F:31][C:32]([F:43])([F:42])[C:33]1[CH:38]=[CH:37][C:36](B(O)O)=[CH:35][CH:34]=1>[Pd].C1(P(C2C=CC=CC=2)C2C=CC=CC=2)C=CC=CC=1.C1(P(C2C=CC=CC=2)C2C=CC=CC=2)C=CC=CC=1.C1(P(C2C=CC=CC=2)C2C=CC=CC=2)C=CC=CC=1.C1(P(C2C=CC=CC=2)C2C=CC=CC=2)C=CC=CC=1.O>[CH3:17][C:16]1[CH:15]=[CH:14][CH:13]=[C:8]([C:9]([O:11][CH3:12])=[O:10])[C:7]=1[C:36]1[CH:37]=[CH:38][C:33]([C:32]([F:43])([F:42])[F:31])=[CH:34][CH:35]=1 |f:1.2.3,6.7.8.9.10|. Procedure details: To a solution of methyl 2-trifluoromethanesulfonyloxy-3-methylbenzoate (900 g, in toluene), potassium carbonate (629.6 g), tetrahydrofuran (2700 mL) and deionized water (5400 mL) under nitrogen is added tetrakis (triphenylphosphine) palladium (0) (104.6 g). To this is added the above solution of p-trifluoromethylphenylboronic acid and the mixture is heated at reflux for 2 days. The reaction mixture is filtered and evaporated to dryness. The residue is partitioned between water and ethyl acetate.... Starting materials: FC1=CC=2C(=NC=3N(C=C(C(C3C2)=O)C(=O)O)C)C=C1F (7,8-difluoro-1-methyl-4-oxo-1,4-dihydrobenzo[b][1,8]naphthyridine-3-carboxylic acid), COCC1=CC=C(C=C1)C1NCCNC1 ((RS)-2-[4-(methoxymethyl)phenyl]piperazine). Yields the product FC1=CC=2C(=NC=3N(C=C(C(C3C2)=O)C(=O)O)C)C=C1N1CC(NCC1)C1=CC=C(C=C1)COC ((RS)-7-fluoro-8-{3-[4-(methoxymethyl)phenyl]-1-piperazinyl}-1-methyl-4-oxo -1,4-dihydrobenzo[b][1,8]-naphthyridine-3-carboxylic acid). Yield: 89.3%. RXN SMILES: [F:1][C:2]1[C:20](F)=[CH:19][C:5]2=[N:6][C:7]3[N:8]([CH3:18])[CH:9]=[C:10]([C:15]([OH:17])=[O:16])[C:11](=[O:14])[C:12]=3[CH:13]=[C:4]2[CH:3]=1.[CH3:22][O:23][CH2:24][C:25]1[CH:30]=[CH:29][C:28]([CH:31]2[CH2:36][NH:35][CH2:34][CH2:33][NH:32]2)=[CH:27][CH:26]=1>>[F:1][C:2]1[C:20]([N:35]2[CH2:34][CH2:33][NH:32][CH:31]([C:28]3[CH:27]=[CH:26][C:25]([CH2:24][O:23][CH3:22])=[CH:30][CH:29]=3)[CH2:36]2)=[CH:19][C:5]2=[N:6][C:7]3[N:8]([CH3:18])[CH:9]=[C:10]([C:15]([OH:17])=[O:16])[C:11](=[O:14])[C:12]=3[CH:13]=[C:4]2[CH:3]=1. Procedure details: Using the procedure described in Example 16, but starting with 7,8-difluoro-1-methyl-4-oxo-1,4-dihydrobenzo[b][1,8]naphthyridine-3-carboxylic acid (1.16 g) and (RS)-2-[4-(methoxymethyl)phenyl]piperazine (1.82 g), (RS)-7-fluoro-8-{3-[4-(methoxymethyl)phenyl]-1-piperazinyl}-1-methyl-4-oxo -1,4-dihydrobenzo[b][1,8]-naphthyridine-3-carboxylic acid (1.70 g) is obtained in the form of a yellow solid, decomposing at 284° C. Starting materials: CN(S(=O)(=O)Cl)C (dimethylsulfamoyl chloride), CN(S(=O)(=O)Cl)C (Dimethylsulfamoyl chloride), [OH-].[Na+] (sodium hydroxide), NC1=NC=C(C(=N1)N)CC=1C=C(C=2C=CN(C2C1)CC)O (6-(2,4-diamino-pyrimidin-5-ylmethyl)-1-ethyl-1H-indol-4-ol). The reagents and catalysts are [Br-].C(CCC)[N+](CCCC)(CCCC)CCCC (Tetrabutylammonium bromide). The solvent is ClCCl (dichloromethane). Run at time 15 minute. Product: NC1=NC=C(C(=N1)N)CC1=CC(=C2C=CN(C2=C1)CC)OS(N(C)C)(=O)=O (Dimethyl-sulfamic Acid 6-(2,4-diamino-pyrimidin-5-ylmethyl)-1-ethyl-1H-indol-4-yl ester). Yield: 8.5%. RXN SMILES: [OH-].[Na+].[NH2:3][C:4]1[N:9]=[C:8]([NH2:10])[C:7]([CH2:11][C:12]2[CH:13]=[C:14]([OH:23])[C:15]3[CH:16]=[CH:17][N:18]([CH2:21][CH3:22])[C:19]=3[CH:20]=2)=[CH:6][N:5]=1.[CH3:24][N:25]([CH3:30])[S:26](Cl)(=[O:28])=[O:27]>[Br-].C([N+](CCCC)(CCCC)CCCC)CCC.ClCCl>[NH2:3][C:4]1[N:9]=[C:8]([NH2:10])[C:7]([CH2:11][C:12]2[CH:20]=[C:19]3[C:15]([CH:16]=[CH:17][N:18]3[CH2:21][CH3:22])=[C:14]([O:23][S:26](=[O:28])(=[O:27])[N:25]([CH3:30])[CH3:24])[CH:13]=2)=[CH:6][N:5]=1 |f:0.1,4.5|. Reported procedure: Tetrabutylammonium bromide (61 mg, 0.19 mmol) and 50% aqueous sodium hydroxide solution (7.8 mL) were added to a suspension of 6-(2,4-diamino-pyrimidin-5-ylmethyl)-1-ethyl-1H-indol-4-ol (Example 6; 436 mg, 1.54 mmol) in dichloromethane (130 mL), and the mixture was vigorously stirred for 15 min. Dimethylsulfamoyl chloride (226 mg, 1.57 mmol) was added, then after 2 h another portion of dimethylsulfamoyl chloride (60 mg, 0.42 mmol) was added. After 16 h the reaction mixture was partitioned betwee... Reactants: CC(C)(C)[Si](C)(C)Cl, ClCCl, CCCCCC, OC(CCCl)c1ccccc1, c1c[nH]cn1. Product: CC(C)(C)[Si](C)(C)OC(CCCl)c1ccccc1. As a reaction SMILES: [C:12]([CH3:13])([CH3:14])([CH3:15])[Si:16]([CH3:17])([CH3:18])[Cl:19].[CH2:25]([Cl:26])[Cl:27].[CH3:28][CH2:29][CH2:30][CH2:31][CH2:32][CH3:33].[Cl:1][CH2:2][CH2:3][CH:4]([OH:5])[c:6]1[cH:7][cH:8][cH:9][cH:10][cH:11]1.[nH:20]1[cH:21][cH:22][n:23][cH:24]1>>[Cl:1][CH2:2][CH2:3][CH:4]([O:5][Si:16]([C:12]([CH3:13])([CH3:14])[CH3:15])([CH3:17])[CH3:18])[c:6]1[cH:7][cH:8][cH:9][cH:10][cH:11]1. Reactants: C=CC(=O)OC, CO, NC(CO)CC(=O)N(Cc1cccc(Cl)c1Cl)C1CC1. Product: COC(=O)CCNC(CO)CC(=O)N(Cc1cccc(Cl)c1Cl)C1CC1. As a reaction SMILES: [C:21]([CH:22]=[CH2:23])(=[O:24])[O:25][CH3:26].[CH3:27][OH:28].[NH2:1][CH:2]([CH2:3][C:4](=[O:5])[N:6]([CH2:7][c:8]1[c:9]([Cl:15])[c:10]([Cl:14])[cH:11][cH:12][cH:13]1)[CH:16]1[CH2:17][CH2:18]1)[CH2:19][OH:20]>>[NH:1]([CH:2]([CH2:3][C:4](=[O:5])[N:6]([CH2:7][c:8]1[c:9]([Cl:15])[c:10]([Cl:14])[cH:11][cH:12][cH:13]1)[CH:16]1[CH2:17][CH2:18]1)[CH2:19][OH:20])[CH2:23][CH2:22][C:21](=[O:24])[O:25][CH3:26]. Starting materials: C(C)(C)(C)OC(=O)NC1=CC(=C(C=C1)C(C#CC(=O)OCC)O)[N+](=O)[O-] (Ethyl 4-(4-t-butoxycarbonylamino-2-nitrophenyl)-4-hydroxy-2-butynoate), COC1=CC=C(CN=[N+]=[N-])C=C1 (4-methoxybenzylazide). Solvent: C1(=CC=CC=C1)C (toluene). Conditions: temperature 100 celsius, time 8 hour. The product is C(C)(C)(C)OC(=O)NC1=CC(=C(C=C1)C(C=1N=NN(C1C(=O)OCC)CC1=CC=C(C=C1)OC)O)[N+](=O)[O-] (ethyl 4-((4-t-butoxycarbonylamino-2-nitrophenyl)hydroxymethyl)-1-(4-methoxybenzyl)-1,2,3-triazole-5-carboxylate). Yield: 132.7%. Reaction SMILES: [C:1]([O:5][C:6]([NH:8][C:9]1[CH:14]=[CH:13][C:12]([CH:15]([OH:23])[C:16]#[C:17][C:18]([O:20][CH2:21][CH3:22])=[O:19])=[C:11]([N+:24]([O-:26])=[O:25])[CH:10]=1)=[O:7])([CH3:4])([CH3:3])[CH3:2].[CH3:27][O:28][C:29]1[CH:38]=[CH:37][C:32]([CH2:33][N:34]=[N+:35]=[N-:36])=[CH:31][CH:30]=1>C1(C)C=CC=CC=1>[C:1]([O:5][C:6]([NH:8][C:9]1[CH:14]=[CH:13][C:12]([CH:15]([OH:23])[C:16]2[N:36]=[N:35][N:34]([CH2:33][C:32]3[CH:37]=[CH:38][C:29]([O:28][CH3:27])=[CH:30][CH:31]=3)[C:17]=2[C:18]([O:20][CH2:21][CH3:22])=[O:19])=[C:11]([N+:24]([O-:26])=[O:25])[CH:10]=1)=[O:7])([CH3:2])([CH3:3])[CH3:4]. Procedure: Ethyl 4-(4-t-butoxycarbonylamino-2-nitrophenyl)-4-hydroxy-2-butynoate (693 mg, 1.90 mmol) prepared in the step (a) and 4-methoxybenzylazide (776 mg, 4.76 mmol) were dissolved in toluene (30 ml), and the solution was stirred at 100° C. overnight. The solvent was removed under reduced pressure, and the residue was purified by chromatography on silica gel (n-hexane:ethyl acetate=1:1) to give a 1:1 mixture (1.33 g) of ethyl 4-((4-t-butoxycarbonylamino-2-nitrophenyl)hydroxymethyl)-1-(4-methoxybenzyl)... Starting materials: N (ammonia), C(#N)C=1C=C2C=CC(=C(C2=CC1)C=CC(=O)OCC)O (6-cyano-1-(2-ethoxycarbonylvinyl)-2-naphthol). Reaction conditions: time 32 hour. The product is C(#N)C=1C=C2C=CC(=C(C2=CC1)C=CC(N)=O)O (6-cyano-1-(2-carbamoylvinyl)-2-naphthol). As a reaction SMILES: [NH3:1].[C:2]([C:4]1[CH:5]=[C:6]2[C:11](=[CH:12][CH:13]=1)[C:10]([CH:14]=[CH:15][C:16](OCC)=[O:17])=[C:9]([OH:21])[CH:8]=[CH:7]2)#[N:3]>>[C:2]([C:4]1[CH:5]=[C:6]2[C:11](=[CH:12][CH:13]=1)[C:10]([CH:14]=[CH:15][C:16](=[O:17])[NH2:1])=[C:9]([OH:21])[CH:8]=[CH:7]2)#[N:3]. Reported procedure: 2.0 Liters of 25% aqueous ammonia was added to 25.2 g of 6-cyano-1-(2-ethoxycarbonylvinyl)-2-naphthol, followed by stirring at 40°-45° C. for 32 hours. After cooling, the reaction mixture was concentrated to 300 ml under reduced pressure, and the residue was stirred for 30 minutes under cooling with water. The precipitate was collected by filtration and washed with a small amount of water and acetone to obtain 9.55 g of the desired product. The reactants are [Li]CCCC, CCCCCC, CC(C)[N-]C(C)C, COc1cccc(C=O)c1, CC(C)NC(C)C, [Cl-], Clc1ccccn1, [Li+], [NH4+], C1CCOC1, O. Product: COc1cccc(C(O)c2cccnc2Cl)c1. RXN SMILES: [CH2:1]([Li:2])[CH2:3][CH2:4][CH3:5].[CH3:40][CH2:41][CH2:42][CH2:43][CH2:44][CH3:45].[CH:13]([N-:14][CH:15]([CH3:16])[CH3:17])([CH3:18])[CH3:19].[CH:28]([c:29]1[cH:30][c:31]([O:35][CH3:36])[cH:32][cH:33][cH:34]1)=[O:37].[CH:6]([NH:7][CH:8]([CH3:9])[CH3:10])([CH3:11])[CH3:12].[Cl-:38].[Cl:21][c:22]1[n:23][cH:24][cH:25][cH:26][cH:27]1.[Li+:20].[NH4+:39].[O:46]1[CH2:47][CH2:48][CH2:49][CH2:50]1.[OH2:51]>>[Cl:21][c:22]1[n:23][cH:24][cH:25][cH:26][c:27]1[CH:28]([c:29]1[cH:30][c:31]([O:35][CH3:36])[cH:32][cH:33][cH:34]1)[OH:37]. Starting materials: COC(CC=1C=NC=C(C1)Br)=O ((5-Bromo-pyridin-3-yl)acetic acid methyl ester), C([O-])(O)=O.[Na+] (sodium bicarbonate), CC=1C=C(C=C(C1B1OC(C(O1)(C)C)(C)C)C)C(CC)(CC)C1=CC(=C(C=C1)\C=C\C(CC)(O)CC)C ((E)-1-(4-{1-[3,5-dimethyl-4-(4,4,5,5-tetramethyl-[1,3,2]dioxaborolan-2-yl)-phenyl]-1-ethyl-propyl}-2-methyl-phenyl)-3-ethyl-1-penten-3-ol), C1(CCCCC1)P(C1=C(C=CC=C1)C1=C(C=CC=C1OC)OC)C1CCCCC1 (2-dicyclohexylphosphino-2′,6′-dimethoxy-1,1′-biphenyl), P(=O)([O-])([O-])[O-].[K+].[K+].[K+] (potassium phosphate). Reagents/catalysts: C(C)(=O)[O-].[Pd+2].C(C)(=O)[O-] (palladium acetate). Run in O (water), C1(=CC=CC=C1)C (toluene). Conditions: temperature 100 celsius, time 2.5 hour. The product is COC(CC=1C=NC=C(C1)C1=C(C=C(C=C1C)C(CC)(C1=CC(=C(C=C1)\C=C\C(CC)(O)CC)C)CC)C)=O ((E)-[5-(4-{1-ethyl-1-[4-(3-ethyl-3-hydroxy-1-pentenyl)-3-methyl-phenyl]-propyl}-2,6-dimethyl-phenyl)-3-pyridinyl]-acetic Acid Methyl Ester). Isolated yield 23.9%. Reaction SMILES: [CH3:1][O:2][C:3](=[O:12])[CH2:4][C:5]1[CH:6]=[N:7][CH:8]=[C:9](Br)[CH:10]=1.C1(P(C2CCCCC2)C2C=CC=CC=2C2C(OC)=CC=CC=2OC)CCCCC1.P([O-])([O-])([O-])=O.[K+].[K+].[K+].[CH3:50][C:51]1[CH:52]=[C:53]([C:67]([C:72]2[CH:77]=[CH:76][C:75](/[CH:78]=[CH:79]/[C:80]([CH2:84][CH3:85])([OH:83])[CH2:81][CH3:82])=[C:74]([CH3:86])[CH:73]=2)([CH2:70][CH3:71])[CH2:68][CH3:69])[CH:54]=[C:55]([CH3:66])[C:56]=1B1OC(C)(C)C(C)(C)O1.C(=O)(O)[O-].[Na+]>C1(C)C=CC=CC=1.C([O-])(=O)C.[Pd+2].C([O-])(=O)C.O>[CH3:1][O:2][C:3](=[O:12])[CH2:4][C:5]1[CH:6]=[N:7][CH:8]=[C:9]([C:56]2[C:55]([CH3:66])=[CH:54][C:53]([C:67]([CH2:68][CH3:69])([C:72]3[CH:77]=[CH:76][C:75](/[CH:78]=[CH:79]/[C:80]([CH2:84][CH3:85])([OH:83])[CH2:81][CH3:82])=[C:74]([CH3:86])[CH:73]=3)[CH2:70][CH3:71])=[CH:52][C:51]=2[CH3:50])[CH:10]=1 |f:2.3.4.5,7.8,10.11.12|. Reported procedure: (5-Bromo-pyridin-3-yl)acetic acid methyl ester (Example 24-(2); 30 mg, 0.149 mmol), palladium acetate (2.2 mg, 0.010 mmol), 2-dicyclohexylphosphino-2′,6′-dimethoxy-1,1′-biphenyl (8.2 mg, 0.020 mmol), potassium phosphate (63 mg, 0.297 mmol) and water (0.2 mL) were added to a solution of (E)-1-(4-{1-[3,5-dimethyl-4-(4,4,5,5-tetramethyl-[1,3,2]dioxaborolan-2-yl)-phenyl]-1-ethyl-propyl}-2-methyl-phenyl)-3-ethyl-1-penten-3-ol (Example 38-(6); 50 mg, 0.099 mmol) in toluene (2 mL). After replacement wi...